This data is from the Open Reaction Database (ORD), a public repository of structured organic reaction records. The task is: describe an organic reaction: reactants, conditions, products, and yield Reactants: solution, CNC (dimethylamine), ClC1=NC=NC2=C(C=CC=C12)[N+](=O)[O-] (4-chloro-8-nitro-quinazoline), solution, CNC (dimethylamine). Solvent: O1CCCC1 (tetrahydrofuran), O1CCOCC1 (dioxane), O1CCCC1 (tetrahydrofuran). Reaction conditions: time 1 hour. Yields the product [N+](=O)([O-])C=1C=CC=C2C(=NC=NC12)N(C)C (8-nitro-4-dimethylamino-quinazoline). As a reaction SMILES: [CH3:1][NH:2][CH3:3].Cl[C:5]1[C:14]2[C:9](=[C:10]([N+:15]([O-:17])=[O:16])[CH:11]=[CH:12][CH:13]=2)[N:8]=[CH:7][N:6]=1>O1CCCC1.O1CCOCC1>[N+:15]([C:10]1[CH:11]=[CH:12][CH:13]=[C:14]2[C:9]=1[N:8]=[CH:7][N:6]=[C:5]2[N:2]([CH3:3])[CH3:1])([O-:17])=[O:16]. Reported procedure: 2.40 ml of a solution of dimethylamine in tetrahydrofuran (2 M) are added to 500 mg 4-chloro-8-nitro-quinazoline in 3 ml dioxane and the reaction mixture is stirred for one hour at ambient temperature, then another 1 ml of a solution of dimethylamine in tetrahydrofuran (2 M) is added. The reaction mixture is stirred overnight and then evaporated down in vacuo. The flask residue is chromatographed through a silica gel column with cyclohexane/ethyl acetate (65:35 to 40:60). The reactants are CN(C)CC1CCN(C(=O)Nc2cc(Oc3ccc([N+](=O)[O-])cc3F)ccn2)CC1, C1CCOC1, [OH-], [OH-], [Pd+2]. The product is CN(C)CC1CCN(C(=O)Nc2cc(Oc3ccc(N)cc3F)ccn2)CC1. Reaction SMILES: [CH3:1][N:2]([CH3:3])[CH2:4][CH:5]1[CH2:6][CH2:7][N:8]([C:11](=[O:12])[NH:13][c:14]2[n:15][cH:16][cH:17][c:18]([O:20][c:21]3[c:22]([F:30])[cH:23][c:24]([N+:27]([O-:28])=[O:29])[cH:25][cH:26]3)[cH:19]2)[CH2:9][CH2:10]1.[O:31]1[CH2:32][CH2:33][CH2:34][CH2:35]1.[OH-:36].[OH-:38].[Pd+2:37]>>[CH3:1][N:2]([CH3:3])[CH2:4][CH:5]1[CH2:6][CH2:7][N:8]([C:11](=[O:12])[NH:13][c:14]2[n:15][cH:16][cH:17][c:18]([O:20][c:21]3[c:22]([F:30])[cH:23][c:24]([NH2:27])[cH:25][cH:26]3)[cH:19]2)[CH2:9][CH2:10]1.